From a dataset of the Open Reaction Database (ORD), a public repository of structured organic reaction records. describe an organic reaction: reactants, conditions, products, and yield Reactants: ClC1=CC2=C(N=C(N2)C2=CC=C(C=C2)C=O)C=C1Cl (5,6-dichloro-2-(4-formylphenyl)benzimidazole), ClC=1C=C(CCl)C=CC1Cl (3,4-diclorobenzyl chloride). The product is ClC1=CC2=C(N(C(=N2)C2=CC=C(C=C2)C=O)CC2=CC(=C(C=C2)Cl)Cl)C=C1Cl (5,6-Dichloro-1-(3,4-dichlorobenzyl)-2-(4-formylphenyl)benzimidazole). Reaction SMILES: [Cl:1][C:2]1[C:18]([Cl:19])=[CH:17][C:5]2[N:6]=[C:7]([C:9]3[CH:14]=[CH:13][C:12]([CH:15]=[O:16])=[CH:11][CH:10]=3)[NH:8][C:4]=2[CH:3]=1.[Cl:20][C:21]1[CH:22]=[C:23]([CH:26]=[CH:27][C:28]=1[Cl:29])[CH2:24]Cl>>[Cl:19][C:18]1[C:2]([Cl:1])=[CH:3][C:4]2[N:8]([CH2:24][C:23]3[CH:26]=[CH:27][C:28]([Cl:29])=[C:21]([Cl:20])[CH:22]=3)[C:7]([C:9]3[CH:10]=[CH:11][C:12]([CH:15]=[O:16])=[CH:13][CH:14]=3)=[N:6][C:5]=2[CH:17]=1. Reported procedure: 5,6-Dichloro-1-(3,4-dichlorobenzyl)-2-(4-formylphenyl)benzimidazole was prepared from 5,6-dichloro-2-(4-formylphenyl)benzimidazole obtained in Example 13 and 3,4-diclorobenzyl chloride by following General Procedure 3. Starting materials: FC(S(=O)(=O)Cl)(F)F (Trifluoromethanesulfonyl chloride), C(C)OC(=O)C=1NC=C(C1)C (ethyl-4-methyl-1H-pyrrole-2-carboxylate), OP(=O)([O-])[O-].[K+].[K+] (K2HPO4), dichlorotris(1,10-phenanthroline) ruthenium (II) hydrate. Run in C(C)#N (acetonitrile), CCOC(=O)C (EtOAc), O (H2O). Reaction conditions: time 6 day. The product is CC=1C=C(NC1C(F)(F)F)C(=O)OCC (Ethyl 4-methyl-5-(trifluoromethyl)-1H-pyrrole-2-carboxylate). The yield is 44.4%. RXN SMILES: [F:1][C:2]([F:8])([F:7])S(Cl)(=O)=O.[CH2:9]([O:11][C:12]([C:14]1[NH:15][CH:16]=[C:17]([CH3:19])[CH:18]=1)=[O:13])[CH3:10].OP([O-])([O-])=O.[K+].[K+]>C(#N)C.CCOC(C)=O.O>[CH3:19][C:17]1[CH:18]=[C:14]([C:12]([O:11][CH2:9][CH3:10])=[O:13])[NH:15][C:16]=1[C:2]([F:8])([F:7])[F:1] |f:2.3.4|. Procedure: Trifluoromethanesulfonyl chloride (40.7 mL, 381.67 mmol) was added to the argon degassed solution of ethyl-4-methyl-1H-pyrrole-2-carboxylate (40 g, 254.45 mmol), K2HPO4 (132.9 g, 763.35 mmol), dichlorotris(1,10-phenanthroline) ruthenium (II) hydrate (3.6 g, 5.08 mmol) in acetonitrile. The reaction mixture was stirred for 6 d at room temperature adjacent to a fluorescent light bulb (23 W). The reaction mixture was diluted with EtOAc and H2O. The aqueous layer was extracted with EtOAc (2×700 mL). ... Procedure: In 20 ml of methanol was suspended 1.0 g of N-(2-guanidinoethyl)-5-isoquinolinesulfonamide, i.e., Compound (2), the crystalline residue was dissolved with 7.5 ml of 1N aqueous hydrochloride solution. The reaction mixture solution was condensed to dryness under reduced pressure, the crystalline residue thus obtained was recrystallized from methanol to give 1.12 g of N-(2-guanidinoethyl)-5-isoquinolinesulfonamide dihydrochloride in a yield of 90%. Yield: 90.0%. Starting materials: N(C(=N)N)CCNS(=O)(=O)C=1C=2C=CN=CC2C=CC1 (N-(2-guanidinoethyl)-5-isoquinolinesulfonamide), N(C(=N)N)CCNS(=O)(=O)C=1C=2C=CN=CC2C=CC1 (N-(2-Guanidinoethyl)-5-isoquinolinesulfonamide), Cl (hydrochloride). Solvent: CO (methanol). As a reaction SMILES: [NH:1]([CH2:5][CH2:6][NH:7][S:8]([C:11]1[C:12]2[CH:13]=[CH:14][N:15]=[CH:16][C:17]=2[CH:18]=[CH:19][CH:20]=1)(=[O:10])=[O:9])[C:2]([NH2:4])=[NH:3].[ClH:21]>CO>[ClH:21].[ClH:21].[NH:1]([CH2:5][CH2:6][NH:7][S:8]([C:11]1[C:12]2[CH:13]=[CH:14][N:15]=[CH:16][C:17]=2[CH:18]=[CH:19][CH:20]=1)(=[O:10])=[O:9])[C:2]([NH2:4])=[NH:3] |f:3.4.5|. The product is Cl.Cl.N(C(=N)N)CCNS(=O)(=O)C=1C=2C=CN=CC2C=CC1 (N-(2-guanidinoethyl)-5-isoquinolinesulfonamide dihydrochloride). Starting materials: O (water), ClC=1C=C(C(=NC1)[N+](=O)[O-])O (5-Chloro-2-nitro-pyridine-3-ol), C1(CCCC1)I (Cyclopentyliodide), [H-].[Na+] (NaH). The solvent is CN(C)C=O (DMF). Reaction conditions: time 45 minute. Product: ClC=1C=C(C(=NC1)[N+](=O)[O-])OC1CCCC1 (5-Chloro-3-cyclopentyloxy-2-nitro-pyridine). Yield: 60.0%. RXN SMILES: [Cl:1][C:2]1[CH:3]=[C:4]([OH:11])[C:5]([N+:8]([O-:10])=[O:9])=[N:6][CH:7]=1.[H-].[Na+].[CH:14]1(I)[CH2:18][CH2:17][CH2:16][CH2:15]1.O>CN(C=O)C>[Cl:1][C:2]1[CH:3]=[C:4]([O:11][CH:14]2[CH2:18][CH2:17][CH2:16][CH2:15]2)[C:5]([N+:8]([O-:10])=[O:9])=[N:6][CH:7]=1 |f:1.2|. Procedure details: 5-Chloro-2-nitro-pyridine-3-ol (3.4 mmol) is dissolved in DMF (2 ml) and NaH (1.4 eq., 60% suspension in liquid paraffin) is added and the suspension is stirred 45 min at room temperature. Cyclopentyliodide (1 eq.) is added and the reaction suspension is heated to 100° C. for 24 hours. The reaction solution is pored into water and extracted with dichloromethane. The combined organic layers are washed with brine, dried over MgSO4 and the solvent is removed in vacuo. 5-Chloro-3-cyclopentyloxy-2-ni... Starting materials: ClC=1C=C(C=CC1)S(=O)(=O)N1CCOC2=C1C=C(C=C2)C(=O)NC2=CC=C(C(=O)O)C=C2 (4-{[4-(3-Chloro-benzenesulfonyl)-3,4-dihydro-2H-benzo[1,4]oxazine-6-carbonyl]-amino}-benzoic acid), ClC=1C=C(C=CC1)S(=O)(=O)Cl (3-chloro-benzenesulfonyl chloride). Yields the product C(C)OC(C1=CC=C(C=C1)NC(=O)C=1C=CC2=C(N(CCO2)S(=O)(=O)C2=CC(=CC=C2)Cl)C1)=O (4-{[4-(3-chloro-benzenesulfonyl)-3,4-dihydro-2H-benzo[1,4]oxazine-6-carbonyl]-amino}-benzoic acid ethyl ester). Reaction SMILES: [Cl:1][C:2]1[CH:3]=[C:4]([S:8]([N:11]2[C:16]3[CH:17]=[C:18]([C:21]([NH:23][C:24]4[CH:32]=[CH:31][C:27]([C:28]([OH:30])=[O:29])=[CH:26][CH:25]=4)=[O:22])[CH:19]=[CH:20][C:15]=3[O:14][CH2:13][CH2:12]2)(=[O:10])=[O:9])[CH:5]=[CH:6][CH:7]=1.Cl[C:34]1C=C(S(Cl)(=O)=O)C=C[CH:39]=1>>[CH2:34]([O:29][C:28](=[O:30])[C:27]1[CH:26]=[CH:25][C:24]([NH:23][C:21]([C:18]2[CH:19]=[CH:20][C:15]3[O:14][CH2:13][CH2:12][N:11]([S:8]([C:4]4[CH:5]=[CH:6][CH:7]=[C:2]([Cl:1])[CH:3]=4)(=[O:10])=[O:9])[C:16]=3[CH:17]=2)=[O:22])=[CH:32][CH:31]=1)[CH3:39]. Reported procedure: 4-{[4-(3-Chloro-benzenesulfonyl)-3,4-dihydro-2H-benzo[1,4]oxazine-6-carbonyl]-amino}-benzoic acid, MS (ISP): m/e=471.1 (M−H), was prepared as described for example 14, steps 1 to 8. Step 7 was performed using 3-chloro-benzenesulfonyl chloride and yielded 4-{[4-(3-chloro-benzenesulfonyl)-3,4-dihydro-2H-benzo[1,4]oxazine-6-carbonyl]-amino}-benzoic acid ethyl ester, which was hydrolyzed in step 8. The reactants are [Si](C)(C)(C(C)(C)C)OCC=1C(=C(C=CC1)N1CCC(CC1)C1CCNCC1)F (1-[3-({[tert-Butyl(dimethyl)silyl]oxy}methyl)-2-fluorophenyl]-4,4′-bipiperidine), TEA, ClCCCl (DCE), C(C)(=O)Cl (acetyl chloride), C(O)([O-])=O.[Na+] (sodium hydrogen carbonate). The solvent is C(Cl)(Cl)Cl (CHCl3). Conditions: time 1 hour. Yields the product FC1=C(C=CC=C1CO)N1CCC(CC1)C1CCN(CC1)C(C)=O (1-{1′-[2-fluoro-3-(hydroxymethyl)phenyl]-4,4′-bipiperidin-1-yl}ethanone). The yield is 81.7%. Reaction SMILES: [Si]([O:8][CH2:9][C:10]1[C:11]([F:28])=[C:12]([N:16]2[CH2:21][CH2:20][CH:19]([CH:22]3[CH2:27][CH2:26][NH:25][CH2:24][CH2:23]3)[CH2:18][CH2:17]2)[CH:13]=[CH:14][CH:15]=1)(C(C)(C)C)(C)C.ClCCCl.[C:33](Cl)(=[O:35])[CH3:34].C(=O)([O-])O.[Na+]>C(Cl)(Cl)Cl>[F:28][C:11]1[C:10]([CH2:9][OH:8])=[CH:15][CH:14]=[CH:13][C:12]=1[N:16]1[CH2:17][CH2:18][CH:19]([CH:22]2[CH2:27][CH2:26][N:25]([C:33](=[O:35])[CH3:34])[CH2:24][CH2:23]2)[CH2:20][CH2:21]1 |f:3.4|. Reported procedure: 1-[3-({[tert-Butyl(dimethyl)silyl]oxy}methyl)-2-fluorophenyl]-4,4′-bipiperidine (125 mg) and TEA (0.15 ml) were mixed with DCE (3 ml), and acetyl chloride (39 mg) was added thereto, followed by stirring at room temperature for 1 hour. A saturated aqueous sodium hydrogen carbonate solution and CHCl3 were added to the reaction mixture, and the organic layer was dried over Na2SO4 and concentrated under reduced pressure. The obtained residue was mixed with THF (3 ml), and a 1 M TBAF/THF solution (0....